This data is from the Open Reaction Database (ORD), a public repository of structured organic reaction records. The task is: describe an organic reaction: reactants, conditions, products, and yield Yields the product O=Cc1ccc2ccn(C3CCN(CCc4ccccc4F)CC3)c2c1. Reaction SMILES: [Al+3:29].[F:1][c:2]1[c:3]([CH2:4][CH2:5][N:6]2[CH2:7][CH2:8][CH:9]([n:12]3[cH:13][cH:14][c:15]4[cH:16][cH:17][c:18]([CH:21]=[N:22][OH:23])[cH:19][c:20]34)[CH2:10][CH2:11]2)[cH:24][cH:25][cH:26][cH:27]1.[H-:28].[H-:31].[H-:32].[H-:33].[Li+:30].[Na+:36].[O:37]1[CH2:38][CH2:39][CH2:40][CH2:41]1.[OH-:35].[OH2:34]>>[F:1][c:2]1[c:3]([CH2:4][CH2:5][N:6]2[CH2:7][CH2:8][CH:9]([n:12]3[cH:13][cH:14][c:15]4[cH:16][cH:17][c:18]([CH:21]=[O:34])[cH:19][c:20]34)[CH2:10][CH2:11]2)[cH:24][cH:25][cH:26][cH:27]1. Reactants: [Al+3], ON=Cc1ccc2ccn(C3CCN(CCc4ccccc4F)CC3)c2c1, [H-], [H-], [H-], [H-], [Li+], [Na+], C1CCOC1, [OH-], O. Starting materials: S(=O)(Cl)Cl (Thionyl chloride), ClC=1C=C2CCN(C(C2=CC1)=O)C=1C=NC=C(C1)CO (6-chloro-2-(5-hydroxymethyl-pyridin-3-yl)-3,4-dihydro-2H-isoquinolin-1-one). Solvent: C(Cl)Cl (DCM). Run at temperature 3.5 celsius, time 2 hour. Product: ClC=1C=C2CCN(C(C2=CC1)=O)C=1C=NC=C(C1)CCl (6-Chloro-2-(5-chloromethyl-pyridin-3-yl)-3,4-dihydro-2H-isoquinolin-1-one). The yield is 121.7%. RXN SMILES: S(Cl)([Cl:3])=O.[Cl:5][C:6]1[CH:7]=[C:8]2[C:13](=[CH:14][CH:15]=1)[C:12](=[O:16])[N:11]([C:17]1[CH:18]=[N:19][CH:20]=[C:21]([CH2:23]O)[CH:22]=1)[CH2:10][CH2:9]2>C(Cl)Cl>[Cl:5][C:6]1[CH:7]=[C:8]2[C:13](=[CH:14][CH:15]=1)[C:12](=[O:16])[N:11]([C:17]1[CH:18]=[N:19][CH:20]=[C:21]([CH2:23][Cl:3])[CH:22]=1)[CH2:10][CH2:9]2. Reported procedure: Thionyl chloride (1.4 mL, 19.0 mmol) was added slowly at 0° C. to a solution of 6-chloro-2-(5-hydroxymethyl-pyridin-3-yl)-3,4-dihydro-2H-isoquinolin-1-one (example 3 [B]) (1.1 g, 3.8 mmol) in DCM (50 mL). After the addition, the reaction mixture was stirred at 2-5° C. for 2 hours before it was poured into satd. aq. NaHCO3 solution (50 mL) and extracted with EtOAc (2×150 mL). The organic layer was washed with brine, dried over anhy. Na2SO4, filtered and concentrated in vacuo to give a crude produ... Starting materials: C(C#C)N (propargylamine), C(C)(C)(C)OC(=O)N(C(C)C)CC=O ((tert-butoxycarbonyl-isopropyl-amino)-acetaldehyde), CO (methanol), [BH4-].[Na+] (sodium borohydride). The reagents and catalysts are CC([O-])C.[Ti+4].CC([O-])C.CC([O-])C.CC([O-])C (titanium isopropoxide). Run in O1CCCC1 (tetrahydrofuran), O (water). Conditions: time 5 hour. Product: C(C)(C)(C)OC(=O)N(CCNCC#C)C(C)C (N-tert-butoxycarbonyl-N-isopropyl-N′-prop-2-ynyl-ethane-1,2-diamine). Isolated yield 49.9%. As a reaction SMILES: [C:1]([O:5][C:6]([N:8]([CH2:12][CH:13]=O)[CH:9]([CH3:11])[CH3:10])=[O:7])([CH3:4])([CH3:3])[CH3:2].[CH2:15]([NH2:18])[C:16]#[CH:17].CO.[BH4-].[Na+]>O1CCCC1.CC(C)[O-].[Ti+4].CC(C)[O-].CC(C)[O-].CC(C)[O-].O>[C:1]([O:5][C:6]([N:8]([CH:9]([CH3:11])[CH3:10])[CH2:12][CH2:13][NH:18][CH2:15][C:16]#[CH:17])=[O:7])([CH3:4])([CH3:3])[CH3:2] |f:3.4,6.7.8.9.10|. Reported procedure: 3.9 mL (13 mmol) of titanium isopropoxide and 2 g (10 mmol) of (tert-butoxycarbonyl-isopropyl-amino)-acetaldehyde (prepared according to the method described by Kato, Shiro et al., J. Chem. Soc. Perkin Trans. 1, 1997, 21, 3219-26) are added to a solution of 1.65 g (30 mmol) of propargylamine in 50 mL of anhydrous tetrahydrofuran. The solution is stirred for 5 hours at room temperature then 5 mL of anhydrous methanol and 317 mg (8.4 mmol) of sodium borohydride are added. Stirring is continued for... Reactants: CC(C)(C)Nc1cc(Cl)ncc1CO, ClCCl, O=[Mn]=O. Product: CC(C)(C)Nc1cc(Cl)ncc1C=O. RXN SMILES: [C:1]([CH3:2])([CH3:3])([CH3:4])[NH:5][c:6]1[c:7]([CH2:13][OH:14])[cH:8][n:9][c:10]([Cl:12])[cH:11]1.[Cl:15][CH2:16][Cl:17].[O:18]=[Mn:19]=[O:20]>>[C:1]([CH3:2])([CH3:3])([CH3:4])[NH:5][c:6]1[c:7]([CH:13]=[O:14])[cH:8][n:9][c:10]([Cl:12])[cH:11]1. The reactants are C(C)(C)(C)OC(=O)N[C@@H](CC1=CC=CC=C1)[C@H]([C@@H]([C@H](CC1=CC=CC=C1)NC(=O)OC(C)(C)C)O)O ((2S,3R,4R,5S)-2,5-Di-(N-((t-butyloxy)carbonyl)amino)-3,4-dihydroxy-1,6-diphenylhexane). The solvent is Cl (hydrochloric acid). Conditions: temperature 90 celsius. Yields the product N[C@@H](CC1=CC=CC=C1)[C@H]([C@@H]([C@H](CC1=CC=CC=C1)N)O)O ((2S,3R,4R,5S)-2.5-Diamino-3,4-dihydroxy-1,6-diphenylhexane). As a reaction SMILES: C(OC([NH:8][C@H:9]([C@@H:17]([OH:36])[C@H:18]([OH:35])[C@@H:19]([NH:27]C(OC(C)(C)C)=O)[CH2:20][C:21]1[CH:26]=[CH:25][CH:24]=[CH:23][CH:22]=1)[CH2:10][C:11]1[CH:16]=[CH:15][CH:14]=[CH:13][CH:12]=1)=O)(C)(C)C>Cl>[NH2:8][C@H:9]([C@@H:17]([OH:36])[C@H:18]([OH:35])[C@@H:19]([NH2:27])[CH2:20][C:21]1[CH:26]=[CH:25][CH:24]=[CH:23][CH:22]=1)[CH2:10][C:11]1[CH:16]=[CH:15][CH:14]=[CH:13][CH:12]=1. Procedure: (2S,3R,4R,5S)-2,5-Di-(N-((t-butyloxy)carbonyl)amino)-3,4-dihydroxy-1,6-diphenylhexane (2.7 g, 5.4 mmol) was treated with 200 ml of 6N aqueous hydrochloric acid and heated to 90° C. until the solid had completely dissolved (30 min). The resulting solution was cooled, concentrated in vacuo, treated with saturated brine and 3N aqueous NaOH, extracted with chloroform, dried over Na2SO4, and concentrated in vacuo. Silica gel chromatography using 3% methanol/2% isopropylamine in chloroform provided th... The reactants are C(C)(C)Br (isopropyl bromide), C(C)(=O)O (acetic acid), C1CCC2=NCCCN2CC1 (DBU), resultant mixture, C1(O)=CC(O)=CC=C1 (resorcinol). Run in C1CCOC1 (THF). The product is C(C)(C)OC=1C=C(C=CC1)O (m-Isopropyloxyphenol). Reaction SMILES: [C:1]1([CH:8]=[CH:7][CH:6]=[C:4]([OH:5])[CH:3]=1)[OH:2].[CH2:9]1[CH2:19]CN2C(=NCCC2)C[CH2:10]1.C(Br)(C)C.C(O)(=O)C>C1COCC1>[CH:9]([O:2][C:1]1[CH:3]=[C:4]([OH:5])[CH:6]=[CH:7][CH:8]=1)([CH3:19])[CH3:10]. Procedure: In 10 ml of THF, 1.5 g of resorcinol was dissolved and 2.24 ml of DBU was added under ice cooling. The resultant mixture was stirred for 10 min at room temperture. To the mixture, 1.92 ml of isopropyl bromide was added and refluxed for 2 hr. The reaction mixture was neutralized with acetic acid and evaporated under reduced pressure. The evaporated residue was redissolved in ethyl acetate and washed with 5% aqueous citric acid solution and saturated aqueous sodium chloride solution, successively,... Starting materials: C([O-])([O-])=O.[K+].[K+] (potassium carbonate), O (Water), Cl (hydrochloric acid), COC(CCCNC1=NC(=NC(=N1)NCCCC(OC)OC)NCCCC(OC)OC)OC (tris-(4,4-dimethoxybutylamino)-1,3,5-triazine). Solvent: CC(=O)C (acetone). Run at time 4 day. Yields the product OC1N(CCC1)C1=NC(=NC(=N1)N1C(CCC1)O)N1C(CCC1)O (2,4,6-tris-(2-hydroxypyrrolidin-1-yl)-1,3,5-triazine). RXN SMILES: O.Cl.C[O:4][CH:5](OC)[CH2:6][CH2:7][CH2:8][NH:9][C:10]1[N:15]=[C:14]([NH:16][CH2:17][CH2:18][CH2:19][CH:20](OC)[O:21]C)[N:13]=[C:12]([NH:25][CH2:26][CH2:27][CH2:28][CH:29]([O:32]C)OC)[N:11]=1.C(=O)([O-])[O-].[K+].[K+]>CC(C)=O>[OH:32][CH:29]1[CH2:28][CH2:27][CH2:26][N:25]1[C:12]1[N:13]=[C:14]([N:16]2[CH2:17][CH2:18][CH2:19][CH:20]2[OH:21])[N:15]=[C:10]([N:9]2[CH2:8][CH2:7][CH2:6][CH:5]2[OH:4])[N:11]=1 |f:3.4.5|. Procedure: Water (50 ml) containing 37 weight % hydrochloric acid (6 ml) was added in one portion to a stirred solution of the tris-(4,4-dimethoxybutylamino)-1,3,5-triazine of Example 1 (6.0 g; 0.0127 mole) in acetone (50 ml) under nitrogen. The reaction mixture was stirred at room temperature for four days and thereafter neutralized with solid potassium carbonate. The solution was then transferred to a separatory funnel and extracted with ethyl acetate (2×150 ml). The organic layer was separated, dried ov...